From a dataset of the Open Reaction Database (ORD), a public repository of structured organic reaction records. describe an organic reaction: reactants, conditions, products, and yield Reactants: CC(C)(C)O, Cl, COC(=O)c1ccc(C(=O)NN=C(C)c2csc(-c3ccc(C(F)(F)F)cc3)c2O)s1, [Na+], [OH-]. The product is CC(=NNC(=O)c1ccc(C(=O)O)s1)c1csc(-c2ccc(C(F)(F)F)cc2)c1O. As a reaction SMILES: [C:35]([OH:36])([CH3:37])([CH3:38])[CH3:39].[ClH:34].[F:1][C:2]([c:3]1[cH:4][cH:5][c:6](-[c:9]2[c:10]([OH:29])[c:11]([C:14]([CH3:15])=[N:16][NH:17][C:18](=[O:19])[c:20]3[cH:21][cH:22][c:23]([C:25](=[O:26])[O:27][CH3:28])[s:24]3)[cH:12][s:13]2)[cH:7][cH:8]1)([F:30])[F:31].[Na+:33].[OH-:32]>>[F:1][C:2]([c:3]1[cH:4][cH:5][c:6](-[c:9]2[c:10]([OH:29])[c:11]([C:14]([CH3:15])=[N:16][NH:17][C:18](=[O:19])[c:20]3[cH:21][cH:22][c:23]([C:25](=[O:26])[OH:27])[s:24]3)[cH:12][s:13]2)[cH:7][cH:8]1)([F:30])[F:31]. Reactants: N#Cc1cnc2sc(I)cc2c1Cl, COc1cc(N)c(Cl)cc1Cl, [H-], [Na+], C1CCOC1. The product is COc1cc(Nc2c(C#N)cnc3sc(I)cc23)c(Cl)cc1Cl. Reaction SMILES: [Cl:14][c:15]1[c:16]2[c:17]([n:18][cH:19][c:20]1[C:21]#[N:22])[s:23][c:24]([I:26])[cH:25]2.[Cl:1][c:2]1[c:3]([NH2:4])[cH:5][c:6]([O:10][CH3:11])[c:7]([Cl:9])[cH:8]1.[H-:12].[Na+:13].[O:27]1[CH2:28][CH2:29][CH2:30][CH2:31]1>>[Cl:1][c:2]1[c:3]([NH:4][c:15]2[c:16]3[c:17]([n:18][cH:19][c:20]2[C:21]#[N:22])[s:23][c:24]([I:26])[cH:25]3)[cH:5][c:6]([O:10][CH3:11])[c:7]([Cl:9])[cH:8]1.